Task: describe an organic reaction: reactants, conditions, products, and yield. Dataset: the Open Reaction Database (ORD), a public repository of structured organic reaction records Starting materials: C12C(C3CC(CC(C1)C3)C2)OCC2=CC(=C(C(=O)NS(=O)(=O)C)C=C2Cl)F (4-((adamantan-2-yloxy)methyl)-5-chloro-2-fluoro-N-(methylsulfonyl)benzamide), ClC=1C(=CC(=C(C(=O)NS(=O)(=O)C)C1)F)OC[C@@H]1CC[C@@H](CC1)C(F)(F)F (cis-5-chloro-2-fluoro-N-(methylsulfonyl)-4-((4-(trifluoromethyl)cyclohexyl)methoxy)benzamide). Yields the product C1(CC1)C=1C(=CC(=C(C(=O)NS(=O)(=O)C)C1)F)OC[C@@H]1CC[C@@H](CC1)C(F)(F)F (cis-5-cyclopropyl-2-fluoro-N-(methylsulfonyl)-4-((4-(trifluoromethyl)-cyclohexyl)methoxy)benzamide), solid. Yield: 24.0%. As a reaction SMILES: [CH:1]12[CH2:10]C3CC(CC(C3)[CH:2]1OCC1C(Cl)=CC(C(NS(C)(=O)=O)=O)=C(F)C=1)C2.Cl[C:29]1[C:30]([O:43][CH2:44][C@H:45]2[CH2:50][CH2:49][C@@H:48]([C:51]([F:54])([F:53])[F:52])[CH2:47][CH2:46]2)=[CH:31][C:32]([F:42])=[C:33]([CH:41]=1)[C:34]([NH:36][S:37]([CH3:40])(=[O:39])=[O:38])=[O:35]>>[CH:10]1([C:29]2[C:30]([O:43][CH2:44][C@H:45]3[CH2:50][CH2:49][C@@H:48]([C:51]([F:54])([F:53])[F:52])[CH2:47][CH2:46]3)=[CH:31][C:32]([F:42])=[C:33]([CH:41]=2)[C:34]([NH:36][S:37]([CH3:40])(=[O:39])=[O:38])=[O:35])[CH2:1][CH2:2]1. Procedure: Following the procedure as described in Example 49 and making variations as required to replace 4-((adamantan-2-yloxy)methyl)-5-chloro-2-fluoro-N-(methylsulfonyl)benzamide with cis-5-chloro-2-fluoro-N-(methylsulfonyl)-4-((4-(trifluoromethyl)cyclohexyl)methoxy)benzamide, the title compound was obtained as colorless solid (0.12 g, 24%): 1H NMR (300 MHz, DMSO-d6) δ 11.89 (s, 1H), 7.13 (d, J=8.3 Hz, 1H), 7.04 (d, J=13.1 Hz, 1H), 4.06 (d, J=7.1 Hz, 2H), 3.34 (s, 3H), 2.36-2.28 (m, 1H), 2.13-1.97 (m, ...